This data is from the Open Reaction Database (ORD), a public repository of structured organic reaction records. The task is: describe an organic reaction: reactants, conditions, products, and yield Starting materials: CCOC(=O)C(=[N+]=[N-])c1ccc(S(=O)(=O)C2CC2)cc1, ClCCl, OC1CCOC1. The product is CCOC(=O)C(OC1CCOC1)c1ccc(S(=O)(=O)C2CC2)cc1. RXN SMILES: [CH2:1]([CH3:2])[O:3][C:4]([C:5](=[N+:6]=[N-:7])[c:8]1[cH:9][cH:10][c:11]([S:14](=[O:15])(=[O:16])[CH:17]2[CH2:18][CH2:19]2)[cH:12][cH:13]1)=[O:20].[Cl:27][CH2:28][Cl:29].[OH:21][CH:22]1[CH2:23][O:24][CH2:25][CH2:26]1>>[CH2:1]([CH3:2])[O:3][C:4]([CH:5]([c:8]1[cH:9][cH:10][c:11]([S:14](=[O:15])(=[O:16])[CH:17]2[CH2:18][CH2:19]2)[cH:12][cH:13]1)[O:21][CH:22]1[CH2:23][O:24][CH2:25][CH2:26]1)=[O:20]. The reactants are CCO, [NH4+], CC(C)(C)OC(=O)NC(Cc1ccccc1)C1CO1, [OH-]. Yields the product CC(C)(C)OC(=O)NC(Cc1ccccc1)C(O)CN. RXN SMILES: [CH3:22][CH2:23][OH:24].[NH4+:21].[O:1]1[CH:2]([CH:4]([CH2:5][c:6]2[cH:7][cH:8][cH:9][cH:10][cH:11]2)[NH:12][C:13]([O:14][C:15]([CH3:16])([CH3:17])[CH3:18])=[O:19])[CH2:3]1.[OH-:20]>>[OH:1][CH:2]([CH2:3][NH2:21])[CH:4]([CH2:5][c:6]1[cH:7][cH:8][cH:9][cH:10][cH:11]1)[NH:12][C:13]([O:14][C:15]([CH3:16])([CH3:17])[CH3:18])=[O:19]. The reactants are ClCCl, COC(=O)CN(C(=O)OC(C)(C)C)c1ccc(Cl)cc1OCc1ccccc1, O=C(O)C(F)(F)F. The product is COC(=O)CNc1ccc(Cl)cc1OCc1ccccc1. As a reaction SMILES: [CH2:36]([Cl:37])[Cl:38].[CH3:1][O:2][C:3]([CH2:4][N:5]([C:6]([O:7][C:8]([CH3:9])([CH3:10])[CH3:11])=[O:12])[c:13]1[c:14]([O:20][CH2:21][c:22]2[cH:23][cH:24][cH:25][cH:26][cH:27]2)[cH:15][c:16]([Cl:19])[cH:17][cH:18]1)=[O:28].[F:29][C:30]([F:31])([F:32])[C:33]([OH:34])=[O:35]>>[CH3:1][O:2][C:3]([CH2:4][NH:5][c:13]1[c:14]([O:20][CH2:21][c:22]2[cH:23][cH:24][cH:25][cH:26][cH:27]2)[cH:15][c:16]([Cl:19])[cH:17][cH:18]1)=[O:28]. Procedure: 1,2-Dihydro-N-hydroxy-6,7-dimethoxy-naphthalene-3-carboxamide (2.5 g) was added to a stirred solution of sodium metal (0.227 g) in methanol (55 ml). After 15 min. the solution was evaporated to dryness and the residue crystallised from methanol:ether to give 2.5 g of the title product. Starting materials: ONC(=O)C=1CCC2=CC(=C(C=C2C1)OC)OC (1,2-Dihydro-N-hydroxy-6,7-dimethoxy-naphthalene-3-carboxamide), [Na] (sodium). Product: [Na].ONC(=O)C=1CCC2=CC(=C(C=C2C1)OC)OC (1,2-Dihydro-N-hydroxy-6,7-dimethoxy-naphthalene-3-carboxamide sodium salt). Run in CO (methanol). Reaction SMILES: [OH:1][NH:2][C:3]([C:5]1[CH2:6][CH2:7][C:8]2[C:13]([CH:14]=1)=[CH:12][C:11]([O:15][CH3:16])=[C:10]([O:17][CH3:18])[CH:9]=2)=[O:4].[Na:19]>CO>[Na:19].[OH:1][NH:2][C:3]([C:5]1[CH2:6][CH2:7][C:8]2[C:13]([CH:14]=1)=[CH:12][C:11]([O:15][CH3:16])=[C:10]([O:17][CH3:18])[CH:9]=2)=[O:4] |f:3.4,^1:18,21|. The yield is 93.0%. The reactants are C(=O)([O-])C(O)C(O)C(=O)[O-].[Na+].[K+] (potassium sodium tartrate), C(CC)C=1OC(=C(N1)COC1OCCCC1)C(=O)OC (2-propyl-4-(((2-tetrahydropyranyl)oxy)methyl)oxazole-5-carboxylic acid, methyl ester), CO (methanol), CC(C)C[AlH]CC(C)C (DIBAL). Solvent: C(Cl)Cl (methylene chloride). Reaction conditions: temperature 0 celsius, time 15 minute. Product: C(CC)C=1OC(=C(N1)COC1OCCCC1)CO (2-propyl-4-(((2-tetrahydropyranyl)oxy)methyl)oxazole-5-methanol). Yield: 83.7%. RXN SMILES: [CH2:1]([C:4]1[O:5][C:6]([C:17](OC)=[O:18])=[C:7]([CH2:9][O:10][CH:11]2[CH2:16][CH2:15][CH2:14][CH2:13][O:12]2)[N:8]=1)[CH2:2][CH3:3].CC(C[AlH]CC(C)C)C.CO.C(C(C(C([O-])=O)O)O)([O-])=O.[Na+].[K+]>C(Cl)Cl>[CH2:1]([C:4]1[O:5][C:6]([CH2:17][OH:18])=[C:7]([CH2:9][O:10][CH:11]2[CH2:16][CH2:15][CH2:14][CH2:13][O:12]2)[N:8]=1)[CH2:2][CH3:3] |f:3.4.5|. Procedure: To a solution of 2-propyl-4-(((2-tetrahydropyranyl)oxy)methyl)oxazole-5-carboxylic acid, methyl ester (1.68 g, 5.94 mmol), from step 53a above, in 60 mL of methylene chloride cooled to -78° C. was added DIBAL (1.0M in hexane, 15 mmol). The reaction mixture was then stirred for 15 minutes at 0° C., and methanol (1.5 mL) was added carefully to quench the reaction. Saturated potassium sodium tartrate (50 mL) was added, and the mixtrue was stirred for 1 hour at room temperature. The layers were sepa... Reported procedure: As described for example 9b, 5-[(5-methyl-3-phenyl-isoxazol-4-ylmethyl)-amino]-pyrazine-2-carboxylic acid methyl ester (650 mg, 2 mmol) was converted, using cyclopropylamine instead of isopropylamine, to the title compound (600 mg, 86%) which was obtained as a white solid. MS: m/e=394.3 [M+H]+. The product is C1(CC1)NC(=O)C1=NC=C(N=C1)NCC=1C(=NOC1C)C1=CC=CC=C1 (5-[(5-Methyl-3-phenyl-isoxazol-4-ylmethyl)-amino]-pyrazine-2-carboxylic acid cyclopropylamide). The yield is 86.0%. Reaction SMILES: CO[C:3]([C:5]1[CH:10]=[N:9][C:8]([NH:11][CH2:12][C:13]2[C:14]([C:19]3[CH:24]=[CH:23][CH:22]=[CH:21][CH:20]=3)=[N:15][O:16][C:17]=2[CH3:18])=[CH:7][N:6]=1)=[O:4].[CH:25]1([NH2:28])[CH2:27][CH2:26]1>>[CH:25]1([NH:28][C:3]([C:5]2[CH:10]=[N:9][C:8]([NH:11][CH2:12][C:13]3[C:14]([C:19]4[CH:20]=[CH:21][CH:22]=[CH:23][CH:24]=4)=[N:15][O:16][C:17]=3[CH3:18])=[CH:7][N:6]=2)=[O:4])[CH2:27][CH2:26]1. Reactants: COC(=O)C1=NC=C(N=C1)NCC=1C(=NOC1C)C1=CC=CC=C1 (5-[(5-methyl-3-phenyl-isoxazol-4-ylmethyl)-amino]-pyrazine-2-carboxylic acid methyl ester), C1(CC1)N (cyclopropylamine). Reactants: OCC(C(=O)OC)NS(=O)(=O)C1=CC=C(C=C1)OC (methyl 3-hydroxy-2-(4-methoxybenzenesulfonylamino)propionate), [H-].[Na+] (sodium hydride), [I-].[Na+] (sodium iodide), product, CC=1C=CC(=C(CCl)C1)[N+](=O)[O-] (5-methyl-2-nitrobenzyl chloride), N-dimethylformamide. The solvent is CN(C=O)C (N,N-dimethylformamide), CCCCCC.C(C)(=O)OCC (hexane ethyl acetate). Reaction conditions: time 20 minute. Yields the product OCC(C(=O)OC)N(CC1=C(C=CC(=C1)C)[N+](=O)[O-])S(=O)(=O)C1=CC=C(C=C1)OC (Methyl 3-Hydroxy-2-[(4-methoxybenzenesulfonyl)-(5-methyl-2-nitrobenzyl)amino]propionate). The yield is 0.3%. RXN SMILES: [OH:1][CH2:2][CH:3]([NH:8][S:9]([C:12]1[CH:17]=[CH:16][C:15]([O:18][CH3:19])=[CH:14][CH:13]=1)(=[O:11])=[O:10])[C:4]([O:6][CH3:7])=[O:5].[H-].[Na+].[CH3:22][C:23]1[CH:24]=[CH:25][C:26]([N+:31]([O-:33])=[O:32])=[C:27]([CH:30]=1)[CH2:28]Cl.[I-].[Na+]>CN(C)C=O.CCCCCC.C(OCC)(=O)C>[OH:1][CH2:2][CH:3]([N:8]([S:9]([C:12]1[CH:13]=[CH:14][C:15]([O:18][CH3:19])=[CH:16][CH:17]=1)(=[O:11])=[O:10])[CH2:28][C:27]1[CH:30]=[C:23]([CH3:22])[CH:24]=[CH:25][C:26]=1[N+:31]([O-:33])=[O:32])[C:4]([O:6][CH3:7])=[O:5] |f:1.2,4.5,7.8|. Procedure details: A solution of 23.14 g (0.08 mol) of methyl 3-hydroxy-2-(4-methoxybenzenesulfonylamino)propionate in 120 ml of dry N,N-dimethylformamide was added dropwise to a stirred suspension of 3.2 g (0.08 mol) of sodium hydride (57% in oil) in 120 ml of N,N-dimethylformide. When gas evolution ceased, the mixture was chilled in an ice bath and a solution of 16.4 g (0.084 mol) of 5-methyl-2-nitrobenzyl chloride in 100 ml of N N-dimethylformamide was added. To the mixture was added 12.6 g (0.084 mol) of anhyd... The reactants are C12CN(CC(CC1)CC2)C(=O)CN2C(C(N=C(C1=C2C=CC=C1)C1=C(C=CC=C1)F)NC(=O)NC1=CC(=CC=C1)CO)=O (N-[(3RS)-1-(3-azabicyclo[3.2.2]non-3-yl)carbonylmethyl-2,3-dihydro-5-(2-fluorophenyl)-2-oxo-1H-1,4-benzodiazepin-3-yl]-N'-(3-hydroxymethylphenyl)urea), mangan dioxide. Run in CC(=O)C (acetone). Run at time 3 hour. Product: C12CN(CC(CC1)CC2)C(=O)CN2C(C(N=C(C1=C2C=CC=C1)C1=C(C=CC=C1)F)NC(=O)NC1=CC(=CC=C1)C=O)=O (N-[(3RS)-1-(3-azabicyclo[3.2.2]non-3-yl)carbonylmethyl-2,3-dihydro-5-(2-fluorophenyl)-2-oxo-1H-1,4-benzodiazepin-3-yl]-N'-(3-formylphenyl)urea). Reaction SMILES: [CH:1]12[CH2:9][CH2:8][CH:5]([CH2:6][CH2:7]1)[CH2:4][N:3]([C:10]([CH2:12][N:13]1[C:19]3[CH:20]=[CH:21][CH:22]=[CH:23][C:18]=3[C:17]([C:24]3[CH:29]=[CH:28][CH:27]=[CH:26][C:25]=3[F:30])=[N:16][CH:15]([NH:31][C:32]([NH:34][C:35]3[CH:40]=[CH:39][CH:38]=[C:37]([CH2:41][OH:42])[CH:36]=3)=[O:33])[C:14]1=[O:43])=[O:11])[CH2:2]2>CC(C)=O>[CH:1]12[CH2:7][CH2:6][CH:5]([CH2:8][CH2:9]1)[CH2:4][N:3]([C:10]([CH2:12][N:13]1[C:19]3[CH:20]=[CH:21][CH:22]=[CH:23][C:18]=3[C:17]([C:24]3[CH:29]=[CH:28][CH:27]=[CH:26][C:25]=3[F:30])=[N:16][CH:15]([NH:31][C:32]([NH:34][C:35]3[CH:40]=[CH:39][CH:38]=[C:37]([CH:41]=[O:42])[CH:36]=3)=[O:33])[C:14]1=[O:43])=[O:11])[CH2:2]2. Reported procedure: A mixture of N-[(3RS)-1-(3-azabicyclo[3.2.2]non-3-yl)carbonylmethyl-2,3-dihydro-5-(2-fluorophenyl)-2-oxo-1H-1,4-benzodiazepin-3-yl]-N'-(3-hydroxymethylphenyl)urea and mangan dioxide in acetone was stirred at room temperature for 3 hours. The mangan dioxide was removed by filtration, and the filtrate was evaporated to dryness, and washed with isopropyl ether to afford N-[(3RS)-1-(3-azabicyclo[3.2.2]non-3-yl)carbonylmethyl-2,3-dihydro-5-(2-fluorophenyl)-2-oxo-1H-1,4-benzodiazepin-3-yl]-N'-(3-formy...